Dataset: the Open Reaction Database (ORD), a public repository of structured organic reaction records. Task: describe an organic reaction: reactants, conditions, products, and yield As a reaction SMILES: [Br:1][c:2]1[cH:3][c:4]2[c:5]([n:6][cH:7]1)[n:8]([S:24](=[O:25])(=[O:26])[c:27]1[cH:28][cH:29][c:30]([CH3:33])[cH:31][cH:32]1)[cH:9][c:10]2-[c:11]1[cH:12][cH:13][c:14]([O:17][CH:18]2[CH2:19][CH2:20][CH2:21][CH2:22][O:23]2)[cH:15][cH:16]1.[Cl:35][CH2:36][Cl:37].[ClH:34]>>[Br:1][c:2]1[cH:3][c:4]2[c:5]([n:6][cH:7]1)[n:8]([S:24](=[O:25])(=[O:26])[c:27]1[cH:28][cH:29][c:30]([CH3:33])[cH:31][cH:32]1)[cH:9][c:10]2-[c:11]1[cH:12][cH:13][c:14]([OH:17])[cH:15][cH:16]1. The product is Cc1ccc(S(=O)(=O)n2cc(-c3ccc(O)cc3)c3cc(Br)cnc32)cc1. Starting materials: Cc1ccc(S(=O)(=O)n2cc(-c3ccc(OC4CCCCO4)cc3)c3cc(Br)cnc32)cc1, ClCCl, Cl. Reactants: Cl.FC1=CC=CC=2N(C(N(C21)[C@H]([C@@H](CNC)O)C2=CC=CC=C2)=O)C(C)C (4-fluoro-3-[(1S,2R)-2-hydroxy-3-(methylamino)-1-phenylpropyl]-1-isopropyl-1,3-dihydro-2H-benzimidazol-2-one hydrochloride), FC1=CC=CC=2N(C(N(C21)[C@H]([C@@H](CO)O)C2=CC=CC=C2)=O)C(C)C (4-fluoro-3-[(1S,2S)-2,3-dihydroxy-1-phenyl-propyl]-1-isopropyl-1,3-dihydro-2H-benzimidazol-2-one). The product is Cl.FC1=CC=CC=2N(C(N(C21)C(C(CNC)O)C2=CC=CC=C2)=O)C(C)C (4-Fluoro-3-(2-hydroxy-3-methylamino-1-phenyl-propyl)-1-isopropyl-1,3-dihydro-benzimidazol-2-one hydrochloride). Reaction SMILES: [ClH:1].[F:2][C:3]1[C:11]2[N:10]([C@@H:12]([C:18]3[CH:23]=[CH:22][CH:21]=[CH:20][CH:19]=3)[C@H:13]([OH:17])[CH2:14][NH:15][CH3:16])[C:9](=[O:24])[N:8]([CH:25]([CH3:27])[CH3:26])[C:7]=2[CH:6]=[CH:5][CH:4]=1.FC1C2N([C@@H](C3C=CC=CC=3)[C@H](O)CO)C(=O)N(C(C)C)C=2C=CC=1>>[ClH:1].[F:2][C:3]1[C:11]2[N:10]([CH:12]([C:18]3[CH:19]=[CH:20][CH:21]=[CH:22][CH:23]=3)[CH:13]([OH:17])[CH2:14][NH:15][CH3:16])[C:9](=[O:24])[N:8]([CH:25]([CH3:27])[CH3:26])[C:7]=2[CH:6]=[CH:5][CH:4]=1 |f:0.1,3.4|. Procedure: In an analogous manner to EXAMPLE 192, step 4 4-fluoro-3-[(1S,2R)-2-hydroxy-3-(methylamino)-1-phenylpropyl]-1-isopropyl-1,3-dihydro-2H-benzimidazol-2-one hydrochloride was prepared from 4-fluoro-3-[(1S,2S)-2,3-dihydroxy-1-phenyl-propyl]-1-isopropyl-1,3-dihydro-2H-benzimidazol-2-one as a white solid. MS (ES) m/z 358.4. Reactants: C(#N)C=1C=CC2=C(C(CCCO2)O)C1 (7-cyano-5-hydroxy-2,3,4,5-tetrahydro-1-benzoxepin), O.C1(=CC=C(C=C1)S(=O)(=O)O)C (p-toluenesulfonic acid monohydrate). The solvent is C1(=CC=CC=C1)C (toluene). Yields the product C(#N)C=1C=CC2=C(C=CCCO2)C1 (7-Cyano-2,3-dihydro-1-benzoxepin). The yield is 95.2%. RXN SMILES: [C:1]([C:3]1[CH:4]=[CH:5][C:6]2[O:12][CH2:11][CH2:10][CH2:9][CH:8](O)[C:7]=2[CH:14]=1)#[N:2].O.C1(C)C=CC(S(O)(=O)=O)=CC=1>C1(C)C=CC=CC=1>[C:1]([C:3]1[CH:4]=[CH:5][C:6]2[O:12][CH2:11][CH2:10][CH:9]=[CH:8][C:7]=2[CH:14]=1)#[N:2] |f:1.2|. Reported procedure: 18.9 g (0.1 mole) of 7-cyano-5-hydroxy-2,3,4,5-tetrahydro-1-benzoxepin are heated with 0.3 g of p-toluenesulfonic acid monohydrate in toluene with a water trap for 1.5 hours. After the solution has cooled it is washed with 1N potassium bicarbonate solution, water and saturated sodium chloride solution and, after drying over sodium sulfate, the solvent is evaporated off in vacuo. 16.3 g of solid of melting point 69°-71° C. are obtained.